This data is from the Open Reaction Database (ORD), a public repository of structured organic reaction records. The task is: describe an organic reaction: reactants, conditions, products, and yield The reactants are P(=O)(O)(O)[O-].[Na+] (sodium dihydrogenphosphate), Cl(=O)[O-].[Na+] (sodium chlorite), OO (hydrogen peroxide), COC=1C(=C(CC=2C(=C(C=O)C=CC2)OCC2=CC=CC=C2)C(=C(C1OC)OC)OC)C (3-(3,4,5,6-tetramethoxy-2-methylbenzyl)-2-benzyloxybenzaldehyde). The solvent is O (water), C(C)#N (acetonitrile). Run at time 5 hour. Product: COC=1C(=C(CC=2C(=C(C(=O)O)C=CC2)OCC2=CC=CC=C2)C(=C(C1OC)OC)OC)C (3-(3,4,5,6-Tetramethoxy-2-methylbenzyl)-2-benzyloxybenzoic acid). Yield: 98.0%. RXN SMILES: P([O-])(O)(O)=O.[Na+].Cl([O-])=O.[Na+].[OH:11]O.[CH3:13][O:14][C:15]1[C:16]([CH3:44])=[C:17]([C:35]([O:42][CH3:43])=[C:36]([O:40][CH3:41])[C:37]=1[O:38][CH3:39])[CH2:18][C:19]1[C:20]([O:27][CH2:28][C:29]2[CH:34]=[CH:33][CH:32]=[CH:31][CH:30]=2)=[C:21]([CH:24]=[CH:25][CH:26]=1)[CH:22]=[O:23]>O.C(#N)C>[CH3:13][O:14][C:15]1[C:16]([CH3:44])=[C:17]([C:35]([O:42][CH3:43])=[C:36]([O:40][CH3:41])[C:37]=1[O:38][CH3:39])[CH2:18][C:19]1[C:20]([O:27][CH2:28][C:29]2[CH:34]=[CH:33][CH:32]=[CH:31][CH:30]=2)=[C:21]([CH:24]=[CH:25][CH:26]=1)[C:22]([OH:11])=[O:23] |f:0.1,2.3|. Procedure: An aqueous solution (7 ml) of sodium dihydrogenphosphate (4.01 g, 33.42 mmol), an aqueous solution (7 ml) of sodium chlorite (1.74 g, 19.33 mmol) and aqueous hydrogen peroxide (1.89 ml, 30%) were added to an acetonitrile solution (12 ml) of 3-(3,4,5,6-tetramethoxy-2-methylbenzyl)-2-benzyloxybenzaldehyde (1.87 g, 4.28 mmol) and the resulting solution was stirred at room temperature for 5 hours. The reaction solution was diluted with water and then extracted with ethyl acetate. The extract was was... Reactants: [H-].[Al+3].[Li+].[H-].[H-].[H-] (Lithium aluminum hydride), C(C1=CC=CC=C1)OCCOCCOC1=CC=C(C=C1)C(=O)C1=CC=CC=C1 ({4-[2-(2-Benzyloxyethoxy)ethoxy]phenyl}-phenyl-methanone), C(C=CC1=CC=CC=C1)=O (Cinnamaldehyde). Solvent: O1CCCC1 (tetrahydrofuran), O1CCCC1 (tetrahydrofuran), O1CCCC1 (tetrahydrofuran). Reaction conditions: temperature 60 celsius, time 3 hour. The product is C(C1=CC=CC=C1)OCCOCCOC1=CC=C(C=C1)C(C(CCO)C1=CC=CC=C1)(O)C1=CC=CC=C1 (1-{4-[2-(2-Benzyloxyethoxy)ethoxy]phenyl}-1,2-diphenyl-butane-1,4-diol). Reaction SMILES: [H-].[Al+3].[Li+].[H-].[H-].[H-].[CH:7](=[O:16])[CH:8]=[CH:9][C:10]1[CH:15]=[CH:14][CH:13]=[CH:12][CH:11]=1.[CH2:17]([O:24][CH2:25][CH2:26][O:27][CH2:28][CH2:29][O:30][C:31]1[CH:36]=[CH:35][C:34]([C:37]([C:39]2[CH:44]=[CH:43][CH:42]=[CH:41][CH:40]=2)=[O:38])=[CH:33][CH:32]=1)[C:18]1[CH:23]=[CH:22][CH:21]=[CH:20][CH:19]=1>O1CCCC1>[CH2:17]([O:24][CH2:25][CH2:26][O:27][CH2:28][CH2:29][O:30][C:31]1[CH:32]=[CH:33][C:34]([C:37]([C:39]2[CH:40]=[CH:41][CH:42]=[CH:43][CH:44]=2)([OH:38])[CH:9]([C:10]2[CH:15]=[CH:14][CH:13]=[CH:12][CH:11]=2)[CH2:8][CH2:7][OH:16])=[CH:35][CH:36]=1)[C:18]1[CH:23]=[CH:22][CH:21]=[CH:20][CH:19]=1 |f:0.1.2.3.4.5|. Procedure: Lithium aluminum hydride (1.08 g, 28.6 mmol) is added into dry tetrahydrofuran (60 ml) under nitrogen atmosphere. Cinnamaldehyde (6.65 g, 50 mmol) in dry tetrahydrofuran (16 ml) is added at 24-28° C. The reaction mixture is stirred at ambient temperature for 1 h. {4-[2-(2-Benzyloxyethoxy)ethoxy]phenyl}-phenyl-methanone (14.0 g, 37 mmol) in dry tetrahydrofuran (16 ml) is added at 50-55° C. The reaction mixture is stirred at 60° C. for 3 h. Most of tetrahydrofuran is evaporated. Toluene (70 ml) an... The reactants are COC=1C=C(C(=O)N(C2=C(C=C(C=C2)C)OCCCCCC(=O)N2CCN(CC2)C)C)C=CC1NC(=O)C1=CC=CC=2N(C(=NC21)C(NC)=O)CC2=CC=C(C=C2)OC (3-methoxy-4-[1-(4-methoxybenzyl)-2-(N-methylcarbamoyl)-1 H-benzimidazol-4-yl]carbonylamino-N-methyl-N-[4-methyl-2-[5-(4-methylpiperazin-1-yl)carbonylpent-1-yloxy]phenyl]benzamide), FC(C(=O)O)(F)F (trifluoroacetic acid). Yields the product COC=1C=C(C(=O)N(C2=C(C=C(C=C2)C)OCCCCC(N2CCN(CC2)C)=C=O)C)C=CC1NC(=O)C1=CC=CC=2NC(=NC21)C(NC)=O (3-methoxy-N-methyl-4-[2-(N-methylcarbamoyl)-1 H-benzimidazol-4-yl]carbonylamino-N-[4-methyl-2-[5-(4-methylpiperazin-1-yl)-carbonylpent-1-yloxy]phenyl]benzamide). Reaction SMILES: [CH3:1][O:2][C:3]1[CH:4]=[C:5]([CH:32]=[CH:33][C:34]=1[NH:35][C:36]([C:38]1[C:46]2[N:45]=[C:44]([C:47](=[O:50])[NH:48][CH3:49])[N:43](CC3C=CC(OC)=CC=3)[C:42]=2[CH:41]=[CH:40][CH:39]=1)=[O:37])[C:6]([N:8]([CH3:31])[C:9]1[CH:14]=[CH:13][C:12]([CH3:15])=[CH:11][C:10]=1[O:16][CH2:17][CH2:18][CH2:19][CH2:20][CH2:21][C:22](N1CCN(C)CC1)=[O:23])=[O:7].F[C:61](F)(F)[C:62](O)=O>>[CH3:1][O:2][C:3]1[CH:4]=[C:5]([CH:32]=[CH:33][C:34]=1[NH:35][C:36]([C:38]1[C:46]2[N:45]=[C:44]([C:47](=[O:50])[NH:48][CH3:49])[NH:43][C:42]=2[CH:41]=[CH:40][CH:39]=1)=[O:37])[C:6]([N:8]([CH3:31])[C:9]1[CH:14]=[CH:13][C:12]([CH3:15])=[CH:11][C:10]=1[O:16][CH2:17][CH2:18][CH2:19][CH2:20][C:21](=[C:22]=[O:23])[N:45]1[CH2:62][CH2:61][N:43]([CH3:44])[CH2:42][CH2:46]1)=[O:7]. Reported procedure: A solution of 3-methoxy-4-[1-(4-methoxybenzyl)-2-(N-methylcarbamoyl)-1 H-benzimidazol-4-yl]carbonylamino-N-methyl-N-[4-methyl-2-[5-(4-methylpiperazin-1-yl)carbonylpent-1-yloxy]phenyl]benzamide (130 mg) in trifluoroacetic acid (3 ml) was stirred at 60° C. for 8 hours. The reaction mixture was concentrated in vacuo and the residue was diluted with a mixture of chloroform and saturated aqueous sodium bicarbonate solution. The organic layer was separated and washed with water and brine. The solution... Reaction SMILES: [Cl:1][c:2]1[n:3][cH:4][cH:5][c:6]([Cl:8])[n:7]1.[O:14]1[CH2:15][CH2:16][CH2:17][CH2:18]1.[nH:9]1[cH:10][n:11][cH:12][cH:13]1>>[Cl:1][c:2]1[n:3][cH:4][cH:5][c:6](-[n:9]2[cH:10][n:11][cH:12][cH:13]2)[n:7]1. Starting materials: Clc1ccnc(Cl)n1, C1CCOC1, c1c[nH]cn1. The product is Clc1nccc(-n2ccnc2)n1. Starting materials: NC1=NC(=C2N=CNC2=N1)NCC1=CC=CC=C1 (2-Amino-6-benzylamino-9H-purine), F[C@H]1C[C@@H](O[C@@H]1CO)N1C(=O)NC(=O)C=C1 (2',3'-dideoxy-3'-florouridine), [N-]=[N+]=[N-].[K+] (potassium azide). Run in P(=O)([O-])([O-])[O-].[K+].[K+].[K+] (potassium phosphate). Reaction conditions: temperature 45 celsius, time 24 hour. Yields the product NC1=NC(=C2N=CN(C2=N1)[C@H]1C[C@@H]([C@H](O1)CO)F)NCC1=CC=CC=C1 (2-amino-6-benzylamino-9-(2,3-dideoxy-3-fluoro-β-D-erythro-pentofuranosyl)-9H-purine). Yield: 53.3%. Reaction SMILES: [NH2:1][C:2]1[N:10]=[C:9]2[C:5]([N:6]=[CH:7][NH:8]2)=[C:4]([NH:11][CH2:12][C:13]2[CH:18]=[CH:17][CH:16]=[CH:15][CH:14]=2)[N:3]=1.[F:19][C@@H:20]1[C@@H:24]([CH2:25][OH:26])[O:23][C@@H:22](N2C=CC(=O)NC2=O)[CH2:21]1.[N-]=[N+]=[N-].[K+]>P([O-])([O-])([O-])=O.[K+].[K+].[K+]>[NH2:1][C:2]1[N:10]=[C:9]2[C:5]([N:6]=[CH:7][N:8]2[C@@H:22]2[O:23][C@H:24]([CH2:25][OH:26])[C@@H:20]([F:19])[CH2:21]2)=[C:4]([NH:11][CH2:12][C:13]2[CH:14]=[CH:15][CH:16]=[CH:17][CH:18]=2)[N:3]=1 |f:2.3,4.5.6.7|. Procedure: 2-Amino-6-benzylamino-9H-purine (0.64 g, 2.7 mmoles) and 2',3'-dideoxy-3'-florouridine (0.50 g, 2.2 mmoles) were suspended in 50 ml 10 mM potassium phosphate buffer containing 0.04% potassium azide. After the pH was adjusted to 7.0, purified purine nucleoside phosphorylase (15,700 I.U.) and thymidine phosphorylase (4,000 I.U.) (Krenitsky, et al., Biochemistry, 20, 3615, 1981 and U.S. Pat. No. 4,381,344) were added to the reaction and the suspension was stirred at 45° C. After 24 hours, purine nu... The reactants are S1C2=C(C=C1)C=CC=C2 (benzo[b]thiophene), [Li]C(C)(C)C (t-BuLi), BrCCCC (1-bromobutane). The solvent is C1CCOC1 (THF). The product is C(CCC)C1=CC2=C(S1)C=CC=C2 (2-n-Butylbenzo[b]thiophene), yellow liquid. Isolated yield 46.0%. As a reaction SMILES: [S:1]1[CH:5]=[CH:4][C:3]2[CH:6]=[CH:7][CH:8]=[CH:9][C:2]1=2.[Li]C(C)(C)C.Br[CH2:16][CH2:17][CH2:18][CH3:19]>C1COCC1>[CH2:16]([C:5]1[S:1][C:2]2[CH:9]=[CH:8][CH:7]=[CH:6][C:3]=2[CH:4]=1)[CH2:17][CH2:18][CH3:19]. Procedure: 2-n-Butylbenzo[b]thiophene was prepared by the method of Example 40A with benzo[b]thiophene (7.5 mmoles, 1.0 g), t-BuLi (1.7M, 9.7 mmoles, 5.7 ml), 1-bromobutane (9.7 mmoles, 1.0 ml) and THF (20 ml). 0.65 g (46%) of a yellow liquid was isolated. Product: CNC1=CC2=C(CCN3C(C2=CCCN(C)C)=CC=C3)C=C1 (9-methylamino-11-(3-dimethylaminopropylidene)-6,11-dihydro-5H-pyrrolo[2,1-b][3]benzazepine). RXN SMILES: [NH2:1][C:2]1[CH:21]=[CH:20][C:5]2[CH2:6][CH2:7][N:8]3[CH:19]=[CH:18][CH:17]=[C:9]3[C:10](=[CH:11][CH2:12][CH2:13][N:14]([CH3:16])[CH3:15])[C:4]=2[CH:3]=1.[CH:22](OCC)(OCC)OCC.C(O)C.[BH4-].[Na+]>C(OCC)(=O)C>[CH3:22][NH:1][C:2]1[CH:21]=[CH:20][C:5]2[CH2:6][CH2:7][N:8]3[CH:19]=[CH:18][CH:17]=[C:9]3[C:10](=[CH:11][CH2:12][CH2:13][N:14]([CH3:16])[CH3:15])[C:4]=2[CH:3]=1 |f:3.4|. Run at time 2 hour. Reported procedure: A solution of 9-amino-11-(3-dimethylaminopropylidene)-6,11-dihydro-5H-pyrrolo[2,1-b][3]benzazepine in triethyl orthoformate (2.8 g.; 10 mmoles in 80 ml.) was refluxed for 5 hours. The volatiles were removed under vacuum and the residue dissolved in 100 ml. of absolute ethanol was stirred in an ice bath as sodium borohydride (0.88 g., 0.024 moles) was added over a period of 10 minutes. The mixture was stirred for a period of 2 hours. After concentration of the ethanol, the residue was dissolved i... Solvent: C(C)(=O)OCC (ethyl acetate). Reactants: C(C)O (ethanol), NC1=CC2=C(CCN3C(C2=CCCN(C)C)=CC=C3)C=C1 (9-amino-11-(3-dimethylaminopropylidene)-6,11-dihydro-5H-pyrrolo[2,1-b][3]benzazepine), C(OCC)(OCC)OCC (triethyl orthoformate), C(C)O (ethanol), [BH4-].[Na+] (sodium borohydride). Starting materials: O=C1c2ccccc2C(=O)N1CCCSc1ncco1, CCO, [H-], NN. The product is NCCCSc1ncco1. As a reaction SMILES: [C:4]1(=[O:5])[N:8]([CH2:9][CH2:10][CH2:11][S:12][c:13]2[o:14][cH:15][cH:16][n:17]2)[C:6](=[O:7])[c:18]2[cH:19][cH:20][cH:21][cH:22][c:23]21.[CH3:24][CH2:25][OH:26].[H-:1].[NH2:2][NH2:3]>>[NH2:8][CH2:9][CH2:10][CH2:11][S:12][c:13]1[o:14][cH:15][cH:16][n:17]1. The reactants are C1CCOC1, C1CCOC1, CI, CCCCCCC, CCc1ccccc1, CC(C)[N-]C(C)C, CN(C)N=C1CCc2cc(Cl)ccc21, [Li+], O. RXN SMILES: [CH2:26]1[O:27][CH2:28][CH2:29][CH2:30]1.[CH2:46]1[O:47][CH2:48][CH2:49][CH2:50]1.[CH3:23][I:24].[CH3:31][CH2:32][CH2:33][CH2:34][CH2:35][CH2:36][CH3:37].[CH3:38][CH2:39][c:40]1[cH:41][cH:42][cH:43][cH:44][cH:45]1.[CH:1]([N-:2][CH:3]([CH3:4])[CH3:5])([CH3:6])[CH3:7].[Cl:9][c:10]1[cH:11][c:12]2[c:16]([cH:17][cH:18]1)[C:15](=[N:19][N:20]([CH3:21])[CH3:22])[CH2:14][CH2:13]2.[Li+:8].[OH2:25]>>[CH3:1][CH:14]1[CH2:13][c:12]2[cH:11][c:10]([Cl:9])[cH:18][cH:17][c:16]2[C:15]1=[N:19][N:20]([CH3:21])[CH3:22]. Yields the product CC1Cc2cc(Cl)ccc2C1=NN(C)C.